Dataset: the Open Reaction Database (ORD), a public repository of structured organic reaction records. Task: describe an organic reaction: reactants, conditions, products, and yield The reactants are N1C(=NC=C1)C#C (2-imidazolylacetylene), C(C1=CC=CC=C1)=O (benzaldehyde), C[Si](N[Si](C)(C)C)(C)C.[Li] (lithium hexamethyldisilazane), solution. The solvent is O1CCCC1 (tetrahydrofuran), O1CCCC1 (tetrahydrofuran), O1CCCC1 (tetrahydrofuran). The product is N1C(=NC=C1)C#CC(O)C1=CC=CC=C1 (α-[(2-Imidazolyl)ethynyl]-benzenemethanol). As a reaction SMILES: C[Si](C)(C)N[Si](C)(C)C.[Li].[NH:11]1[CH:15]=[CH:14][N:13]=[C:12]1[C:16]#[CH:17].[CH:18](=[O:25])[C:19]1[CH:24]=[CH:23][CH:22]=[CH:21][CH:20]=1>O1CCCC1>[NH:11]1[CH:15]=[CH:14][N:13]=[C:12]1[C:16]#[C:17][CH:18]([C:19]1[CH:24]=[CH:23][CH:22]=[CH:21][CH:20]=1)[OH:25] |f:0.1,^1:9|. Reported procedure: Place lithium hexamethyldisilazane (3 mL of a 1M solution in tetrahydrofuran, 3 mmol) under argon atmosphere and cool to 0° C.. Add 2-imidazolylacetylene (276 mg, 3 mmol) in tetrahydrofuran (20 mL) and stir at 0° C. until anion formation is complete. Add a solution of benzaldehyde (297 mg, 2.8 mmol) in tetrahydrofuran, remove the ice bath and stir at room temperature until the reaction is complete. Pour onto ethyl ether and water, separate the organic layer and dry (MgSO4). Filter and evaporate ...